From a dataset of the Open Reaction Database (ORD), a public repository of structured organic reaction records. describe an organic reaction: reactants, conditions, products, and yield Reactants: BrC=1C(=CC(=C(CN(C(=O)C2CCN(CC2)C(=O)OC(C)(C)C)CC2=C(C=C(C=C2)OC)OC)C1)OC)Cl (tert-Butyl 4-((5-bromo-4-chloro-2-methoxybenzyl)(2,4-dimethoxybenzyl)carbamoyl)piperidine-1-carboxylate). Solvent: C(=O)(C(F)(F)F)O (TFA), C(Cl)Cl (DCM). Reaction conditions: time 2 hour. Product: BrC=1C(=CC(=C(CNC(=O)C2CCNCC2)C1)OC)Cl (N-(5-Bromo-4-chloro-2-methoxybenzyl)piperidine-4-carboxamide). As a reaction SMILES: [Br:1][C:2]1[C:3]([Cl:38])=[CH:4][C:5]([O:36][CH3:37])=[C:6]([CH:35]=1)[CH2:7][N:8](CC1C=CC(OC)=CC=1OC)[C:9]([CH:11]1[CH2:16][CH2:15][N:14](C(OC(C)(C)C)=O)[CH2:13][CH2:12]1)=[O:10]>C(O)(C(F)(F)F)=O.C(Cl)Cl>[Br:1][C:2]1[C:3]([Cl:38])=[CH:4][C:5]([O:36][CH3:37])=[C:6]([CH:35]=1)[CH2:7][NH:8][C:9]([CH:11]1[CH2:12][CH2:13][NH:14][CH2:15][CH2:16]1)=[O:10]. Procedure details: The crude tert-Butyl 4-((5-bromo-4-chloro-2-methoxybenzyl)(2,4-dimethoxybenzyl)carbamoyl)piperidine-1-carboxylate was dissolved in 50% TFA in DCM (10 mL) and the resulting mixture was stirred at room temperature for 2 h. The mixture was concentrated in vacuo and the residue was partitioned between DCM and saturate NaHCO3 aqueous solution. The organic layer was washed with brine, dried over Na2SO4, filtered and concentrated in vacuo to afford the desired product. Starting materials: C(C1=CC=CC=C1)OC(C[C@H](C(=O)N[C@@H](C(C)(C)C)C(NC)=O)NC(=O)OC(C)(C)C)=O (3(R)-t-butoxycarbonylamino-N-(2,2-dimethyl-1(S)-(methylcarbamoyl)propyl)succinamic acid benzyl ester), N-t-butoxycarbonyl-D-aspartic acid β-benzyl ester, Cl.Cl.N[C@@H](CC1=CNC=N1)CO (L-histidinol dihydrochloride), CN(C)C(=[N+](C)C)ON1C2=C(C=CC=C2)N=N1.[B-](F)(F)(F)F (TBTU). The product is C(C1=CC=CC=C1)OC(C[C@H](C(=O)N[C@H](CO)CC=1N=CNC1)NC(=O)OC(C)(C)C)=O (3(R)-(t-butoxycarbonylamino)-N-[2-hydroxy-1(S)-[(1H-imidazol-4-yl)methyl]ethyl]succinamic acid benzyl ester). The yield is 92.0%. RXN SMILES: [CH2:1]([O:8][C:9](=[O:32])[CH2:10][C@@H:11]([NH:24][C:25]([O:27][C:28]([CH3:31])([CH3:30])[CH3:29])=[O:26])[C:12]([NH:14][C@H:15]([C:20](=[O:23])NC)C(C)(C)C)=[O:13])[C:2]1[CH:7]=[CH:6][CH:5]=[CH:4][CH:3]=1.Cl.Cl.N[C@H](CO)[CH2:37][C:38]1[N:42]=[CH:41][NH:40][CH:39]=1.CN(C(ON1N=NC2C=CC=CC1=2)=[N+](C)C)C.[B-](F)(F)(F)F>>[CH2:1]([O:8][C:9](=[O:32])[CH2:10][C@@H:11]([NH:24][C:25]([O:27][C:28]([CH3:29])([CH3:30])[CH3:31])=[O:26])[C:12]([NH:14][C@@H:15]([CH2:37][C:38]1[N:42]=[CH:41][NH:40][CH:39]=1)[CH2:20][OH:23])=[O:13])[C:2]1[CH:7]=[CH:6][CH:5]=[CH:4][CH:3]=1 |f:1.2.3,4.5|. Reported procedure: According to the procedure described in Example 1(b) for the preparation of 3(R)-t-butoxycarbonylamino-N-(2,2-dimethyl-1(S)-(methylcarbamoyl)propyl)succinamic acid benzyl ester, N-t-butoxycarbonyl-D-aspartic acid β-benzyl ester and L-histidinol dihydrochloride were coupled with TBTU to furnish 410 mg (92%) of 3(R)-(t-butoxycarbonylamino)-N-[2-hydroxy-1(S)-[(1H-imidazol-4-yl)methyl]ethyl]succinamic acid benzyl ester as a solid which was used without further purification. Starting materials: NC=1SC2=C(N1)C=CC(=C2)OC (2-amino-6-methoxy-1,3-benzthiazole). Solvent: [OH-].[K+] (potassium hydroxide). Yields the product NC1=C(C=C(C=C1)OC)S (2-amino-5-methoxybenzenethiol). Reaction SMILES: NC1[S:3][C:4]2[CH:10]=[C:9]([O:11][CH3:12])[CH:8]=[CH:7][C:5]=2[N:6]=1>[OH-].[K+]>[NH2:6][C:5]1[CH:7]=[CH:8][C:9]([O:11][CH3:12])=[CH:10][C:4]=1[SH:3] |f:1.2|. Procedure: To 2-amino-6-methoxy-1,3-benzthiazole (5 g, 0.027M) was added to a solution of potassium hydroxide (25 g in 50 ml of water). The mixture was heated at 140° for 5 hours. The crude 2-amino-5-methoxybenzenethiol produced was diluted with water (150 ml) and to this was added copper powder (1.25 g, 1 equivalent) and iodobenzoic acid (6.8 g, 1 equivalent). The mixture was heated under reflux for 4 hours under nitrogen. On cooling the mixture was filtered to remove copper, and acidified with concentrat... Reactants: O (water), FC1=CC=C(C=C1)N1N=NC(=C1C=1N=CNC1)C (1-(4-fluoro-phenyl)-5-(1H-imidazol-4-yl)-4-methyl-1H-[1,2,3]triazole), ClC1=NC=C(C=C1)C(F)(F)F (2-chloro-5(trifluoromethyl)pyridine), C([O-])([O-])=O.[K+].[K+] (potassium carbonate). Run in CN(C)C=O (DMF). Run at temperature 120 celsius. Yields the product FC1=CC=C(C=C1)N1N=NC(=C1C=1N=CN(C1)C1=NC=C(C=C1)C(F)(F)F)C (2-{4-[3-(4-Fluoro-phenyl)-5-methyl-3H-[1,2,3]triazol-4-yl]-imidazol-1-yl}-5-trifluoromethyl-pyridine). Isolated yield 61.4%. Reaction SMILES: [F:1][C:2]1[CH:7]=[CH:6][C:5]([N:8]2[C:12]([C:13]3[N:14]=[CH:15][NH:16][CH:17]=3)=[C:11]([CH3:18])[N:10]=[N:9]2)=[CH:4][CH:3]=1.Cl[C:20]1[CH:25]=[CH:24][C:23]([C:26]([F:29])([F:28])[F:27])=[CH:22][N:21]=1.C(=O)([O-])[O-].[K+].[K+].O>CN(C=O)C>[F:1][C:2]1[CH:7]=[CH:6][C:5]([N:8]2[C:12]([C:13]3[N:14]=[CH:15][N:16]([C:20]4[CH:25]=[CH:24][C:23]([C:26]([F:29])([F:28])[F:27])=[CH:22][N:21]=4)[CH:17]=3)=[C:11]([CH3:18])[N:10]=[N:9]2)=[CH:4][CH:3]=1 |f:2.3.4|. Reported procedure: A mixture of 1-(4-fluoro-phenyl)-5-(1H-imidazol-4-yl)-4-methyl-1H-[1,2,3]triazole (100 mg, 0.411 mmol), 2-chloro-5(trifluoromethyl)pyridine (75 mg, 0.411 mmol) and potassium carbonate (114 mg, 0.82 mmol) in DMF (2.0 mL) was stirred under Ar in a sealed flask and heated at 120° C. for 48 h. After cooling to room temperature the mixture was poured into water and the solid that formed was filtered off and purified by chromatography (silica, 0 to 100% ethyl acetate in heptane) to afford the title co...